Task: describe an organic reaction: reactants, conditions, products, and yield. Dataset: the Open Reaction Database (ORD), a public repository of structured organic reaction records Reactants: Fc1ccc(CBr)c(Cl)c1, CCOC(=O)C(C)(C)CSc1cnc(N)s1, CC1CCC(N(CCOCc2ccccc2Cl)C(=O)Nc2ncc(SCC(C)(C)C(=O)O)s2)CC1. Yields the product CC1CCC(N(CCOCc2ccc(F)cc2Cl)C(=O)Nc2ncc(SCC(C)(C)C(=O)O)s2)CC1. RXN SMILES: [Br:36][CH2:37][c:38]1[cH:39][cH:40][c:41]([F:44])[cH:42][c:43]1[Cl:45].[CH2:46]([O:47][C:48](=[O:49])[C:50]([CH3:51])([CH3:52])[CH2:53][S:54][c:55]1[s:56][c:57]([NH2:58])[n:59][cH:60]1)[CH3:61].[Cl:1][c:2]1[c:3]([CH2:4][O:5][CH2:6][CH2:7][N:8]([C:9]([NH:10][c:11]2[s:12][c:13]([S:16][CH2:17][C:18]([C:19](=[O:20])[OH:21])([CH3:22])[CH3:23])[cH:14][n:15]2)=[O:24])[CH:25]2[CH2:26][CH2:27][CH:28]([CH3:31])[CH2:29][CH2:30]2)[cH:32][cH:33][cH:34][cH:35]1>>[Cl:1][c:2]1[c:3]([CH2:4][O:5][CH2:6][CH2:7][N:8]([C:9]([NH:10][c:11]2[s:12][c:13]([S:16][CH2:17][C:18]([C:19](=[O:20])[OH:21])([CH3:22])[CH3:23])[cH:14][n:15]2)=[O:24])[CH:25]2[CH2:26][CH2:27][CH:28]([CH3:31])[CH2:29][CH2:30]2)[cH:32][cH:33][c:34]([F:44])[cH:35]1. Reactants: [BH3-]C#N, CO, O=Cc1ccccc1, N#Cc1ccc(Oc2ccc(CCN)cc2)nc1, [Na+]. Yields the product N#Cc1ccc(Oc2ccc(CCNCc3ccccc3)cc2)nc1. RXN SMILES: [C:27]([BH3-:28])#[N:29].[CH3:31][OH:32].[CH:19](=[O:20])[c:21]1[cH:22][cH:23][cH:24][cH:25][cH:26]1.[NH2:1][CH2:2][CH2:3][c:4]1[cH:5][cH:6][c:7]([O:8][c:9]2[n:10][cH:11][c:12]([C:13]#[N:14])[cH:15][cH:16]2)[cH:17][cH:18]1.[Na+:30]>>[NH:1]([CH2:2][CH2:3][c:4]1[cH:5][cH:6][c:7]([O:8][c:9]2[n:10][cH:11][c:12]([C:13]#[N:14])[cH:15][cH:16]2)[cH:17][cH:18]1)[CH2:19][c:21]1[cH:22][cH:23][cH:24][cH:25][cH:26]1. Reactants: BrC1=CC=C(C=C1)C(CC(=O)C=1C=CC(N(C1)C)=O)CCC (5-[3-(4-bromo-phenyl)-hexanoyl]-1-methyl-1H-pyridin-2-one), Cl.NO (hydroxylamine hydrochloride), C(=O)(O)[O-].[Na+] (NaHCO3). The product is BrC1=CC=C(C=C1)C(C\C(=N/O)\C=1C=CC(N(C1)C)=O)CCC (5-{3-(4-Bromo-phenyl)-1-[(E)-hydroxyimino]-hexyl}-1-methyl-1H-pyridin-2-one). Reaction SMILES: [Br:1][C:2]1[CH:7]=[CH:6][C:5]([CH:8]([CH2:20][CH2:21][CH3:22])[CH2:9][C:10]([C:12]2[CH:13]=[CH:14][C:15](=[O:19])[N:16]([CH3:18])[CH:17]=2)=O)=[CH:4][CH:3]=1.Cl.[NH2:24][OH:25].C([O-])(O)=O.[Na+]>>[Br:1][C:2]1[CH:7]=[CH:6][C:5]([CH:8]([CH2:20][CH2:21][CH3:22])[CH2:9]/[C:10](/[C:12]2[CH:13]=[CH:14][C:15](=[O:19])[N:16]([CH3:18])[CH:17]=2)=[N:24]\[OH:25])=[CH:4][CH:3]=1 |f:1.2,3.4|. Procedure details: In analogy to example 151, step 3, 5-[3-(4-bromo-phenyl)-hexanoyl]-1-methyl-1H-pyridin-2-one was reacted with hydroxylamine hydrochloride in the presence of NaHCO3 to give the title compound as a colorless solid, MS (ESI+): m/z=377.1 [M+H]+. Reactants: CC(C)(C)OC(=O)N1CCC(CC(=O)NN2CCN(C(=O)OCc3ccccc3)CC2=O)CC1, CO. Product: CC(C)(C)OC(=O)N1CCC(CC(=O)NN2CCNCC2=O)CC1. As a reaction SMILES: [CH2:1]([O:2][C:3](=[O:4])[N:11]1[CH2:12][C:13](=[O:34])[N:14]([NH:17][C:18]([CH2:19][CH:20]2[CH2:21][CH2:22][N:23]([C:26](=[O:27])[O:28][C:29]([CH3:30])([CH3:31])[CH3:32])[CH2:24][CH2:25]2)=[O:33])[CH2:15][CH2:16]1)[c:5]1[cH:6][cH:7][cH:8][cH:9][cH:10]1.[CH3:35][OH:36]>>[NH:11]1[CH2:12][C:13](=[O:34])[N:14]([NH:17][C:18]([CH2:19][CH:20]2[CH2:21][CH2:22][N:23]([C:26](=[O:27])[O:28][C:29]([CH3:30])([CH3:31])[CH3:32])[CH2:24][CH2:25]2)=[O:33])[CH2:15][CH2:16]1. The reactants are O(C1=CC=CC=C1)C1=CC=C(C=C1)CC(=O)OC (methyl (4-phenoxyphenyl)acetate), [H-].[Na+] (NaH), COC(OC)=O (dimethylcarbonate). Run in C1CCOC1 (THF), C1CCOC1 (THF). Reaction conditions: time 30 minute. Product: O(C1=CC=CC=C1)C1=CC=C(C=C1)C(C(=O)OC)C(=O)OC (dimethyl 2-(4-phenoxyphenyl)malonate). Yield: 76.8%. Reaction SMILES: [H-].[Na+].[O:3]([C:10]1[CH:15]=[CH:14][C:13]([CH2:16][C:17]([O:19][CH3:20])=[O:18])=[CH:12][CH:11]=1)[C:4]1[CH:9]=[CH:8][CH:7]=[CH:6][CH:5]=1.[CH3:21][O:22][C:23](=O)[O:24]C>C1COCC1>[O:3]([C:10]1[CH:11]=[CH:12][C:13]([CH:16]([C:23]([O:22][CH3:21])=[O:24])[C:17]([O:19][CH3:20])=[O:18])=[CH:14][CH:15]=1)[C:4]1[CH:5]=[CH:6][CH:7]=[CH:8][CH:9]=1 |f:0.1|. Procedure: To a suspension of NaH (1.02 g of 60% NaH in mineral oil washed with hexanes, 0.61 g, 25.6 mmol) in dry THF (30 mL) was added methyl (4-phenoxyphenyl)acetate (2.7 g, 11.1 mmol ) in dry THF (10 mL). The resulting mixture was stirred at room temperature for 30 minutes and then dimethylcarbonate (4.0 g, 3.75 mL, 44.4 mmol) was added . The reaction mixture was heated to reflux overnight and then cooled to room temperature, quenched with 1N HCl (60 mL), and extracted with ether (2×100 mL). The combin...